Dataset: the Open Reaction Database (ORD), a public repository of structured organic reaction records. Task: describe an organic reaction: reactants, conditions, products, and yield The reactants are CCCc1c(Cc2ccc(-c3ccccc3C#N)cc2F)c(=O)n(C2CCC(OC(CCO)C(=O)OCC)CC2)c2ncnn12, Cc1ccc(S(=O)(=O)Cl)cc1, Cl, c1ccncc1. Product: CCCc1c(Cc2ccc(-c3ccccc3C#N)cc2F)c(=O)n(C2CCC(OC(CCOS(=O)(=O)c3ccc(C)cc3)C(=O)OCC)CC2)c2ncnn12. Reaction SMILES: [C:1](#[N:2])[c:3]1[c:4](-[c:9]2[cH:10][c:11]([F:45])[c:12]([CH2:15][c:16]3[c:17](=[O:44])[n:18]([CH:28]4[CH2:29][CH2:30][CH:31]([O:34][CH:35]([C:36](=[O:37])[O:38][CH2:39][CH3:40])[CH2:41][CH2:42][OH:43])[CH2:32][CH2:33]4)[c:19]4[n:20]([c:21]3[CH2:22][CH2:23][CH3:24])[n:25][cH:26][n:27]4)[cH:13][cH:14]2)[cH:5][cH:6][cH:7][cH:8]1.[CH3:46][c:47]1[cH:48][cH:49][c:50]([S:53](=[O:54])(=[O:55])[Cl:56])[cH:51][cH:52]1.[ClH:57].[cH:58]1[cH:59][cH:60][n:61][cH:62][cH:63]1>>[C:1](#[N:2])[c:3]1[c:4](-[c:9]2[cH:10][c:11]([F:45])[c:12]([CH2:15][c:16]3[c:17](=[O:44])[n:18]([CH:28]4[CH2:29][CH2:30][CH:31]([O:34][CH:35]([C:36](=[O:37])[O:38][CH2:39][CH3:40])[CH2:41][CH2:42][O:43][S:53]([c:50]5[cH:49][cH:48][c:47]([CH3:46])[cH:52][cH:51]5)(=[O:54])=[O:55])[CH2:32][CH2:33]4)[c:19]4[n:20]([c:21]3[CH2:22][CH2:23][CH3:24])[n:25][cH:26][n:27]4)[cH:13][cH:14]2)[cH:5][cH:6][cH:7][cH:8]1. Reactants: C(C)(C)C(C#N)C1=CC2=C(C=CO2)C=C1 (α-isopropylbenzofuran-6-acetonitrile), [OH-].[K+] (potassium hydroxide), C(CO)O (ethane-1,2-diol). The solvent is O (water), O (water). Reaction conditions: temperature 140 celsius. The product is C(C)(C)C(C(=O)O)C1=CC2=C(C=CO2)C=C1 (α-isopropylbenzofuran-6-acetic acid). Yield: 50.8%. As a reaction SMILES: [CH:1]([CH:4]([C:7]1[CH:15]=[CH:14][C:10]2[CH:11]=[CH:12][O:13][C:9]=2[CH:8]=1)[C:5]#N)([CH3:3])[CH3:2].[OH-:16].[K+].C(O)C[OH:20]>O>[CH:1]([CH:4]([C:7]1[CH:15]=[CH:14][C:10]2[CH:11]=[CH:12][O:13][C:9]=2[CH:8]=1)[C:5]([OH:20])=[O:16])([CH3:3])[CH3:2] |f:1.2|. Procedure details: A mixture of α-isopropylbenzofuran-6-acetonitrile (1.62 g, 0.008 mol), potassium hydroxide (2.29 g, 0.039 mol), ethane-1,2-diol (28 cm3) and water (2.3 cm3) was refluxed at 140° C. for 18 hr. The cooled mixture was poured into water and extracted with diethyl ether. The aqueous solution was acidified with hydrochloric acid and the mixture was extracted with diethyl ether. The ether extract was washed with water, dried (Na2SO4), filtered and the solvent was removed to give α-isopropylbenzofuran-6... The reactants are CS(=O)(=O)OCCC1=C(C=CC=C1)Br (2-(2-bromophenyl)ethyl methanesulfonate), C1(=CC=CC=C1)CN (1-phenylmethanamine), C([O-])([O-])=O.[K+].[K+] (potassium carbonate), O1CCCC1 (tetrahydrofuran). Run in O (water), C(C)(=O)OCC (ethyl acetate). Run at time 5 minute. Yields the product C(C1=CC=CC=C1)NCCC1=C(C=CC=C1)Br (N-Benzyl-2-(2-bromophenyl)ethanamine). Yield: 235.9%. Reaction SMILES: CS(O[CH2:6][CH2:7][C:8]1[CH:13]=[CH:12][CH:11]=[CH:10][C:9]=1[Br:14])(=O)=O.[C:15]1([CH2:21][NH2:22])[CH:20]=[CH:19][CH:18]=[CH:17][CH:16]=1.C(=O)([O-])[O-].[K+].[K+].O1CCCC1>O.C(OCC)(=O)C>[CH2:21]([NH:22][CH2:6][CH2:7][C:8]1[CH:13]=[CH:12][CH:11]=[CH:10][C:9]=1[Br:14])[C:15]1[CH:20]=[CH:19][CH:18]=[CH:17][CH:16]=1 |f:2.3.4|. Reported procedure: 3.18 g of 2-(2-bromophenyl)ethyl methanesulfonate, 6.2 g of 1-phenylmethanamine, 7.87 g of potassium carbonate and 65 cm3 of tetrahydrofuran are stirred under an inert atmosphere for 16 h under the reflux of the solvent. The reaction mixture is cooled to a temperature close to 20° C., then in ice. 100 cm3 of ethyl acetate and 200 cm3 of water are then added thereto. Stirring is continued for 5 min. The aqueous phase is extracted using ethyl acetate. The organic phases are combined, washed with a... Starting materials: FC(C(=O)O)(F)F.FC(C(=O)O)(F)F.ClC=1C=NC=2NC=3C=CC=C(CCC4=C(C=CC(NC1N2)=C4)N4CCNCC4)C3 (6-chloro-12-piperazin-1-yl-2,4,8,22-tetraazatetracyclo[14.3.1.1(3,7).1(9,13)]docosa-1(20),3(22),4,6,9(21),10,12,16,18-nonaene bis(trifluoroacetate)), N(=C=O)C1=CC(=CC=C1)C(F)(F)F (1-isocyanato-3-(trifluoromethyl)benzene). The product is FC(C(=O)O)(F)F.FC(C(=O)O)(F)F.ClC=1C=NC=2NC=3C=CC=C(CCC4=C(C=CC(NC1N2)=C4)N4CCN(CC4)C(=O)NC4=CC(=CC=C4)C(F)(F)F)C3 (4-[6-Chloro-2,4,8,22-tetraazatetracyclo[14.3.1.1(3,7).1(9,13)]docosa-1(20),3(22),4,6,9(21),10,12,16,18-nonaen-12-yl]-N-[3-(trifluoromethyl)phenyl]piperazine-1-carboxamide bis(trifluoroacetate)). Isolated yield 44.0%. As a reaction SMILES: [F:1][C:2]([F:7])([F:6])[C:3]([OH:5])=[O:4].[F:8][C:9]([F:14])([F:13])[C:10]([OH:12])=[O:11].[Cl:15][C:16]1[CH:17]=[N:18][C:19]2[NH:20][C:21]3[CH:22]=[CH:23][CH:24]=[C:25]([CH:43]=3)[CH2:26][CH2:27][C:28]3[CH:36]=[C:32]([NH:33][C:34]=1[N:35]=2)[CH:31]=[CH:30][C:29]=3[N:37]1[CH2:42][CH2:41][NH:40][CH2:39][CH2:38]1.[N:44]([C:47]1[CH:52]=[CH:51][CH:50]=[C:49]([C:53]([F:56])([F:55])[F:54])[CH:48]=1)=[C:45]=[O:46]>>[F:1][C:2]([F:7])([F:6])[C:3]([OH:5])=[O:4].[F:8][C:9]([F:14])([F:13])[C:10]([OH:12])=[O:11].[Cl:15][C:16]1[CH:17]=[N:18][C:19]2[NH:20][C:21]3[CH:22]=[CH:23][CH:24]=[C:25]([CH:43]=3)[CH2:26][CH2:27][C:28]3[CH:36]=[C:32]([NH:33][C:34]=1[N:35]=2)[CH:31]=[CH:30][C:29]=3[N:37]1[CH2:42][CH2:41][N:40]([C:45]([NH:44][C:47]2[CH:52]=[CH:51][CH:50]=[C:49]([C:53]([F:54])([F:55])[F:56])[CH:48]=2)=[O:46])[CH2:39][CH2:38]1 |f:0.1.2,4.5.6|. Procedure: The desired compound was prepared according to the procedure of Example D41 using 6-chloro-12-piperazin-1-yl-2,4,8,22-tetraazatetracyclo[14.3.1.1(3,7).1(9,13)]docosa-1(20),3(22),4,6,9(21),10,12,16,18-nonaene bis(trifluoroacetate) and 1-isocyanato-3-(trifluoromethyl)benzene as the starting materials in 44% yield. LCMS for C30H28ClF3N7O (M+H)+: m/z=594.0. 1H NMR (400 MHz, DMSO-d6): δ 9.67 (br s, 1H), 9.55 (br s, 1H), 8.94 (s, 1H), 8.18 (s, 1H), 7.95-7.92 (m, 2H), 7.77-7.75 (m, 2H), 7.47 (dd, J=8.0... The reactants are C(#N)C=1C=C2C(=NC1)NC(=C2C(=O)O)C(F)(F)F (5-Cyano-2-(trifluoromethyl)-1H-pyrrolo[2,3-b]pyridine-3-carboxylic acid), C(#N)C=1C=C2C(=NC1)NC(=C2C(=O)O)C(F)(F)F (5-Cyano-2-(trifluoromethyl)-1H-pyrrolo[2,3-b]pyridine-3-carboxylic acid). The solvent is O (water), CN1C(CCC1)=O (N-methyl-2-pyrrolidone), O (water). Reaction conditions: temperature 120 celsius. Yields the product FC(C1=CC=2C(=NC=C(C2)C#N)N1)(F)F (2-(trifluoromethyl)-1H-pyrrolo[2,3-b]pyridine-5-carbonitrile). Isolated yield 61.1%. Reaction SMILES: [C:1]([C:3]1[CH:4]=[C:5]2[C:11](C(O)=O)=[C:10]([C:15]([F:18])([F:17])[F:16])[NH:9][C:6]2=[N:7][CH:8]=1)#[N:2]>O.CN1CCCC1=O>[F:18][C:15]([F:16])([F:17])[C:10]1[NH:9][C:6]2=[N:7][CH:8]=[C:3]([C:1]#[N:2])[CH:4]=[C:5]2[CH:11]=1. Reported procedure: 5-Cyano-2-(trifluoromethyl)-1H-pyrrolo[2,3-b]pyridine-3-carboxylic acid (Intermediate 3, 2.49 g, 9.76 mmol) was dissolved in water (36 mL) and N-methyl-2-pyrrolidone (48 mL). The resulting mixture was heated at 120° C. for 18 hours. The reaction mixture was allowed to cool to room temperature and diluted with water. The resulting precipitate was collected by filtration, washed with water and dried under high vacuum at 40° C. for 5 hours to give the title compound as a white solid (1.26 g); Starting materials: Cl (hydrochloric acid), C(#N)C1=NC(=C(C2=CC=C(C=C12)OC1=CC=CC=C1)O)C(=O)OC (Methyl 1-cyano-4-hydroxy-7-phenoxyisoquinoline-3-carboxylate), [OH-].[Na+] (NaOH), C1CCOC1 (THF). Solvent: CO (MeOH), O (H2O), CCOC(=O)C (EtOAc), O (H2O). Conditions: time 2 hour. Product: C(#N)C1=NC(=C(C2=CC=C(C=C12)OC1=CC=CC=C1)O)C(=O)O (1-Cyano-4-hydroxy-7-phenoxyisoquinoline-3-carboxylic acid). Isolated yield 62.8%. Reaction SMILES: [C:1]([C:3]1[C:12]2[C:7](=[CH:8][CH:9]=[C:10]([O:13][C:14]3[CH:19]=[CH:18][CH:17]=[CH:16][CH:15]=3)[CH:11]=2)[C:6]([OH:20])=[C:5]([C:21]([O:23]C)=[O:22])[N:4]=1)#[N:2].[OH-].[Na+].C1COCC1.Cl>O.CCOC(C)=O.CO>[C:1]([C:3]1[C:12]2[C:7](=[CH:8][CH:9]=[C:10]([O:13][C:14]3[CH:19]=[CH:18][CH:17]=[CH:16][CH:15]=3)[CH:11]=2)[C:6]([OH:20])=[C:5]([C:21]([OH:23])=[O:22])[N:4]=1)#[N:2] |f:1.2|. Procedure details: Methyl 1-cyano-4-hydroxy-7-phenoxyisoquinoline-3-carboxylate (500 mg, 1.56 mmol) and NaOH (375 mg, 9.38 mmol) were dissolved in H2O (13 mL), THF (13 mL) and MeOH (13 mL). After stirring for 2 hours at room temperature, H2O (30 mL) and EtOAc (30 mL) were added. To the stirred mixture was added 1 N hydrochloric acid until pH was 3. The layers were separated and the aqueous layer was extracted twice with EtOAc. The combined organic layers were dried over MgSO4, concentrated to give 300 mg of the ti... Starting materials: COC=1C(=C(C=O)C=CC1)[N+](=O)[O-] (3-methoxy-2-nitrobenzaldehyde), [Br-].C1(=CC=CC=C1)C(C1=CC=CC=C1)(C1=CC=CC=C1)[PH3+] (triphenylmethylphosphonium bromide), solution, C(CCC)[Li] (butyllithium), [Cl-].[NH4+] (ammonium chloride). Solvent: O1CCCC1 (tetrahydrofuran), O1CCCC1 (tetrahydrofuran). Reaction conditions: temperature -10 celsius, time 5 minute. Product: COC1=C(C(=CC=C1)C=C)[N+](=O)[O-] (2-Methoxy-6-vinyl-1-nitrobenzene). The yield is 76.1%. Reaction SMILES: [Br-].[C:2]1(C([PH3+])(C2C=CC=CC=2)C2C=CC=CC=2)C=CC=CC=1.C([Li])CCC.[CH3:27][O:28][C:29]1[C:30]([N+:37]([O-:39])=[O:38])=[C:31]([CH:34]=[CH:35][CH:36]=1)[CH:32]=O.[Cl-].[NH4+]>O1CCCC1>[CH3:27][O:28][C:29]1[CH:36]=[CH:35][CH:34]=[C:31]([CH:32]=[CH2:2])[C:30]=1[N+:37]([O-:39])=[O:38] |f:0.1,4.5|. Procedure details: A suspension of 4.35 g (12.2 mmol) of triphenylmethylphosphonium bromide in 30 ml of tetrahydrofuran was cooled to -10° C. and 12.1 mmol of a 1.44M solution of butyllithium were dropwise added thereto over a period of 5 minutes. After the resulting mixture was stirred at 0° C. for 40 minutes, a solution of 1.99 g (11.0 mmol) of 3-methoxy-2-nitrobenzaldehyde in 10 ml of tetrahydrofuran was dropwise added thereto over a period of 10 minutes. The temperature of the reaction mixture was allowed to r... Starting materials: BrC=1C=C(C=C(C=O)C1)Cl (5-bromo-3-chlorobenzaldehyde), C(C)#N (acetonitrile). Yields the product BrC=1C=C(C=C(C1)C(CC#N)O)Cl (3-(5-bromo-3-chlorophenyl)-3-hydroxypropanenitrile). As a reaction SMILES: [Br:1][C:2]1[CH:3]=[C:4]([Cl:10])[CH:5]=[C:6]([CH:9]=1)[CH:7]=[O:8].[C:11](#[N:13])[CH3:12]>>[Br:1][C:2]1[CH:3]=[C:4]([Cl:10])[CH:5]=[C:6]([CH:7]([OH:8])[CH2:12][C:11]#[N:13])[CH:9]=1. Reported procedure: Alkylation of 5-bromo-3-chlorobenzaldehyde with acetonitrile following the method used in Example 115 gave 3-(5-bromo-3-chlorophenyl)-3-hydroxypropanenitrile as a clear oil. Yield (3.21 g, 54%): 1H NMR (400 MHz, DMSO-d6) δ 7.62 (t, J=2.0 Hz, 1H), 7.58-7.57 (m, 1H), 7.49-4.48 (m, 1H), 6.18 (d, J=4.8 Hz, 1H), 4.93-4.90 (m, 1H), 2.93 (ABd, J=16.8, 5.2 Hz, 1H), 2.86 (ABd, J=17.2, 6.8 Hz, 1H). Reactants: C(C)(=O)O (acetic acid), [OH-].[Na+] (NaOH), ClC(=O)OCC1=CC=CC=C1 (benzyl chloroformate), NC1=C(C=C(C(=O)O)C=C1)C (4-amino-3-methylbenzoic acid). The solvent is O (water), O (water). Run at time 1 hour. The product is C(C1=CC=CC=C1)OC(=O)NC1=C(C=C(C(=O)O)C=C1)C (4-Benzyloxycarbonylamino-3-methyl-benzoic acid). Isolated yield 68.1%. Reaction SMILES: [NH2:1][C:2]1[CH:10]=[CH:9][C:5]([C:6]([OH:8])=[O:7])=[CH:4][C:3]=1[CH3:11].[OH-].[Na+].Cl[C:15]([O:17][CH2:18][C:19]1[CH:24]=[CH:23][CH:22]=[CH:21][CH:20]=1)=[O:16].C(O)(=O)C>O>[CH2:18]([O:17][C:15]([NH:1][C:2]1[CH:10]=[CH:9][C:5]([C:6]([OH:8])=[O:7])=[CH:4][C:3]=1[CH3:11])=[O:16])[C:19]1[CH:24]=[CH:23][CH:22]=[CH:21][CH:20]=1 |f:1.2|. Procedure details: A mixture of 4-amino-3-methylbenzoic acid (35.1 g, 232 mmol) in water (400 mL) was treated with 2.5N NaOH (200 mL, 500 mmol) and benzyl chloroformate (37.0 mL, 259 mmol). After 1 h, 150 mL water was added, the resulting mixture was treated with glacial acetic acid (15 mL) and the solids collected by filtration. The filter cake was rinsed with water and the resulting solid taken up in ethyl acetate/2-methyl tetrahydrofuran. The organic was washed with brine, dried over MgSO4, filtered and concent... The reactants are [Li+].[OH-] (LiOH), CC1=CC(=CC2=C1OCCO2)C(=O)OC (methyl 8-methyl-2,3-dihydro-1,4-benzodioxin-6-carboxylate), [OH-].[Na+] (NaOH). Run in O (water), C1CCOC1 (THF). Reaction conditions: time 8 hour. Yields the product CC1=CC(=CC2=C1OCCO2)C(=O)O (8-methyl-2,3-dihydro-1,4-benzodioxin-6-carboxylic acid). Reaction SMILES: [Li+].[OH-].[CH3:3][C:4]1[C:9]2[O:10][CH2:11][CH2:12][O:13][C:8]=2[CH:7]=[C:6]([C:14]([O:16]C)=[O:15])[CH:5]=1.[OH-].[Na+]>O.C1COCC1>[CH3:3][C:4]1[C:9]2[O:10][CH2:11][CH2:12][O:13][C:8]=2[CH:7]=[C:6]([C:14]([OH:16])=[O:15])[CH:5]=1 |f:0.1,3.4|. Procedure details: A solution of 6.65 g (0.28 mol) LiOH in 100 mL water was metered into a solution of 33.60 g (0.16 mol) methyl 8-methyl-2,3-dihydro-1,4-benzodioxin-6-carboxylate in 200 mL THF and the reaction solution was stirred overnight at RT. To complete the reaction 150 mL 6 M NaOH were added and the mixture was stirred for a further 2 h at 50° C. The reaction mixture was evaporated down i.vac, the residue was combined with THF, acidified with conc. HCl while cooling with ice, the precipitate was filtered o...